Dataset: the Open Reaction Database (ORD), a public repository of structured organic reaction records. Task: describe an organic reaction: reactants, conditions, products, and yield The reactants are COC(CCCCCS(=O)C1=CC=C(C=C1)N(C)CC1=CC=C(C=C1)Cl)=O (6-(4-((4-chlorobenzyl)-methylamino)-benzenesulfinyl)-hexanoic acid methyl ester), NO (hydroxylamine), [OH-].[K+] (potassium hydroxide), CO (methanol). The solvent is C1CCOC1 (THF). Run at temperature 0 celsius, time 1 hour. Yields the product ClC1=CC=C(CN(C2=CC=C(C=C2)S(=O)CCCCCC(=O)O)C)C=C1 (6-(4-((4-Chlorobenzyl)-methylamino)-benzenesulfinyl)-hexanoic acid). Yield: 55.0%. As a reaction SMILES: C[O:2][C:3](=[O:27])[CH2:4][CH2:5][CH2:6][CH2:7][CH2:8][S:9]([C:11]1[CH:16]=[CH:15][C:14]([N:17]([CH2:19][C:20]2[CH:25]=[CH:24][C:23]([Cl:26])=[CH:22][CH:21]=2)[CH3:18])=[CH:13][CH:12]=1)=[O:10].NO.[OH-].[K+].CO>C1COCC1>[Cl:26][C:23]1[CH:24]=[CH:25][C:20]([CH2:19][N:17]([CH3:18])[C:14]2[CH:13]=[CH:12][C:11]([S:9]([CH2:8][CH2:7][CH2:6][CH2:5][CH2:4][C:3]([OH:27])=[O:2])=[O:10])=[CH:16][CH:15]=2)=[CH:21][CH:22]=1 |f:2.3|. Reported procedure: To a solution of the 6-(4-((4-chlorobenzyl)-methylamino)-benzenesulfinyl)-hexanoic acid methyl ester (1.6 g, 4.0 mmol) in distilled THF (25 mL) containing 50% aqueous hydroxylamine (2.6 mL, 40 mmol) was added at 0° C. a solution of potassium hydroxide in methanol (1M, 8 mL, 8 mmol) in a dropwise manner. After stirring at 0° C. for 1 h, distilled water (25 mL) was added and the mixture was made neutral by dropwise addition of concentrated hydrochloric acid (10 M) at 0° C. The aqueous solution was... Reactants: CCO, CCC1(CCC(=O)OC)CCCCC1=O, [Na+], [OH-]. RXN SMILES: [CH3:18][CH2:19][OH:20].[CH3:1][O:2][C:3]([CH2:4][CH2:5][C:6]1([CH2:13][CH3:14])[C:7](=[O:12])[CH2:8][CH2:9][CH2:10][CH2:11]1)=[O:15].[Na+:17].[OH-:16]>>[O:2]=[C:3]([CH2:4][CH2:5][C:6]1([CH2:13][CH3:14])[C:7](=[O:12])[CH2:8][CH2:9][CH2:10][CH2:11]1)[OH:15]. The product is CCC1(CCC(=O)O)CCCCC1=O. Starting materials: ClC1=C(C(=O)OC)C=C(C=N1)Cl (methyl 2,5-dichloronicotinate), FC(C(=O)O)(F)F (trifluoroacetic acid), OO (hydrogen peroxide). Reaction conditions: temperature 70 celsius. Product: ClC1=C(C(=O)OC)C=C(C=[N+]1[O-])Cl (Methyl 2,5-dichloronicotinate 1-oxide). Yield: 99.0%. As a reaction SMILES: [Cl:1][C:2]1[N:11]=[CH:10][C:9]([Cl:12])=[CH:8][C:3]=1[C:4]([O:6][CH3:7])=[O:5].FC(F)(F)C(O)=[O:16].OO>>[Cl:1][C:2]1[N+:11]([O-:16])=[CH:10][C:9]([Cl:12])=[CH:8][C:3]=1[C:4]([O:6][CH3:7])=[O:5]. Procedure details: A solution of methyl 2,5-dichloronicotinate (15 g, 73 mmol), trifluoroacetic acid (91 mL) and 30% aqueous hydrogen peroxide solution (15 mL) were stirred and heated at 70° C. for 1 hour. Evaporation and purification by flash column chromatography using ethyl acetate in hexanes (0-100%) gave the desired product (16 g, 99%). LCMS calculated for C7H6Cl2NO3 (M+H)+: m/z=222.0. found: 221.8. The reactants are COC1=C(C=CC(=C1)OC)CN1C(C(=C(C1=O)C)Br)=O ({[2,4-bis(methyloxy)phenyl]methyl}-3-bromo-4-methyl-1H-pyrrole-2,5-dione), FC(C1=CC=C(C=C1)B(O)O)(F)F ([4-(trifluoromethyl)phenyl]boronic acid), [F-].[Cs+] (cesium fluoride). The reagents and catalysts are [Cl-].C(C)[N+](CC)(CC1=CC=CC=C1)CC (N,N-diethyl-N-(phenylmethyl)ethanaminium chloride), Cl[Pd]([P](C1=CC=CC=C1)(C2=CC=CC=C2)C3=CC=CC=C3)([P](C4=CC=CC=C4)(C5=CC=CC=C5)C6=CC=CC=C6)Cl (bis(triphenylphosphine)palladium(ii) chloride). Run in C1(=CC=CC=C1)C (Toluene), O (Water). Run at temperature 90 celsius, time 8 hour. Yields the product COC1=C(C=CC(=C1)OC)CN1C(C(=C(C1=O)C1=CC=C(C=C1)C(F)(F)F)C)=O (1-{[2,4-bis(methyloxy)phenyl]methyl}-3-methyl-4-[4-(trifluoromethyl)phenyl]-1H-pyrrole-2,5-dione). The yield is 115.7%. Reaction SMILES: [CH3:1][O:2][C:3]1[CH:8]=[C:7]([O:9][CH3:10])[CH:6]=[CH:5][C:4]=1[CH2:11][N:12]1[C:16](=[O:17])[C:15]([CH3:18])=[C:14](Br)[C:13]1=[O:20].[F:21][C:22]([F:33])([F:32])[C:23]1[CH:28]=[CH:27][C:26](B(O)O)=[CH:25][CH:24]=1.[F-].[Cs+]>[Cl-].C([N+](CC)(CC1C=CC=CC=1)CC)C.C1(C)C=CC=CC=1.O.Cl[Pd](Cl)([P](C1C=CC=CC=1)(C1C=CC=CC=1)C1C=CC=CC=1)[P](C1C=CC=CC=1)(C1C=CC=CC=1)C1C=CC=CC=1>[CH3:1][O:2][C:3]1[CH:8]=[C:7]([O:9][CH3:10])[CH:6]=[CH:5][C:4]=1[CH2:11][N:12]1[C:13](=[O:20])[C:14]([C:26]2[CH:27]=[CH:28][C:23]([C:22]([F:33])([F:32])[F:21])=[CH:24][CH:25]=2)=[C:15]([CH3:18])[C:16]1=[O:17] |f:2.3,4.5,^1:61,80|. Procedure details: {[2,4-bis(methyloxy)phenyl]methyl}-3-bromo-4-methyl-1H-pyrrole-2,5-dione (P9, 3.3, 9.7 mmol), [4-(trifluoromethyl)phenyl]boronic acid (3.68 g, 19.40 mmol), bis(triphenylphosphine)palladium(ii) chloride (0.601 g, 0.91 mmol) and cesium fluoride (3.98 g, 26.2 mmol) and N,N-diethyl-N-(phenylmethyl)ethanaminium chloride (0.22 g, 0.970 mmol) were dissolved in Toluene (60 mL)/Water (60.0 mL) and the reaction mixture was stirred at 90° C. overnight. Toluene was evaporated under reduced pressure and a sa... Starting materials: N#Cc1ccc(B(O)O)cc1, CC(Nc1nccc(-n2cnc3ccc(I)cc32)n1)c1ccccc1. Product: CC(Nc1nccc(-n2cnc3ccc(-c4ccc(C#N)cc4)cc32)n1)c1ccccc1. RXN SMILES: [C:26](#[N:27])[c:28]1[cH:29][cH:30][c:31]([B:34]([OH:35])[OH:36])[cH:32][cH:33]1.[c:1]1([CH:7]([CH3:8])[NH:9][c:10]2[n:11][cH:12][cH:13][c:14](-[n:16]3[cH:17][n:18][c:19]4[c:20]3[cH:21][c:22]([I:25])[cH:23][cH:24]4)[n:15]2)[cH:2][cH:3][cH:4][cH:5][cH:6]1>>[c:1]1([CH:7]([CH3:8])[NH:9][c:10]2[n:11][cH:12][cH:13][c:14](-[n:16]3[cH:17][n:18][c:19]4[c:20]3[cH:21][c:22](-[c:31]3[cH:30][cH:29][c:28]([C:26]#[N:27])[cH:33][cH:32]3)[cH:23][cH:24]4)[n:15]2)[cH:2][cH:3][cH:4][cH:5][cH:6]1. Starting materials: ClC1=C(C=C(C(=C1)OC)OCC1=C(C(=CC=C1OC)F)F)N1C2=NC(=NC(=C2NC1=O)OC)C(C(=O)OCC)C(=O)OCC (9-[2-chloro-5-(2,3-difluoro-6-methoxybenzyloxy)-4-methoxyphenyl]-2-bis(ethoxycarbonyl)methyl-6-methoxy-7,9-dihydro-8H-purin-8-one), O.[OH-].[Li+] (lithium hydroxide monohydrate), O1CCCC1 (tetrahydrofuran), Cl (hydrochloric acid). The solvent is O (water), CO (methanol). Run at time 8 hour. Product: C(=O)(O)CC1=NC(=C2NC(N(C2=N1)C1=C(C=C(C(=C1)OCC1=C(C(=CC=C1OC)F)F)OC)Cl)=O)OC (2-Carboxymethyl-9-[2-chloro-5-(2,3-difluoro-6-methoxybenzyloxy)-4-methoxyphenyl]-6-methoxy-7,9-dihydro-8H-purin-8-one). Isolated yield 99.4%. RXN SMILES: [Cl:1][C:2]1[CH:7]=[C:6]([O:8][CH3:9])[C:5]([O:10][CH2:11][C:12]2[C:17]([O:18][CH3:19])=[CH:16][CH:15]=[C:14]([F:20])[C:13]=2[F:21])=[CH:4][C:3]=1[N:22]1[C:30](=[O:31])[NH:29][C:28]2[C:23]1=[N:24][C:25]([CH:34](C(OCC)=O)[C:35]([O:37]CC)=[O:36])=[N:26][C:27]=2[O:32][CH3:33].O.[OH-].[Li+].O1CCCC1.Cl>O.CO>[C:35]([CH2:34][C:25]1[N:24]=[C:23]2[C:28]([NH:29][C:30](=[O:31])[N:22]2[C:3]2[CH:4]=[C:5]([O:10][CH2:11][C:12]3[C:17]([O:18][CH3:19])=[CH:16][CH:15]=[C:14]([F:20])[C:13]=3[F:21])[C:6]([O:8][CH3:9])=[CH:7][C:2]=2[Cl:1])=[C:27]([O:32][CH3:33])[N:26]=1)([OH:37])=[O:36] |f:1.2.3|. Procedure: A mixture of 2,4-dichloro-6-methoxy-5-nitropyrimidine (0.24 g), 2-chloro-5-(2,3-difluoro-6-methoxybenzyloxy)-4-methoxyaniline (0.26 g) and N,N-diisopropylethylamine (0.15 mL) in acetonitrile (4 mL) was stirred at room temperature overnight. To the reaction mixture were added ethyl acetate and water, and the resulting mixture was stirred at room temperature for 30 minutes. The insoluble material was removed by filtration, and the organic layer of the filtrate was separated. The organic layer was ... Starting materials: FC(C=1C=C(CN(C(=O)C2=C(C=3C(=NC=CC3)C(N2C)=O)C2=CC=C(C=C2)F)C)C=C(C1)C(F)(F)F)(F)F (N-[3,5-Bis(trifluoromethyl)benzyl]-5-(4-fluorophenyl)-7,8-dihydro-N, 7-dimethyl-8-oxo-6-pyrido[3,4-b]pyridine carboxamide), IC (iodomethane). The solvent is O1CCOCC1 (dioxane). Yields the product [I-].FC(C=1C=C(CN(C(=O)C2=C(C=3C(=[N+](C=CC3)C)C(N2C)=O)C2=CC=C(C=C2)F)C)C=C(C1)C(F)(F)F)(F)F (6-[N-[3,5-Bis(trifluoromethyl)benzyl]-N-methylamino carbonyl]-5-(4-fluorophenyl)-7,8-dihydro-1,7-dimethyl-8-oxopyrido[3,4-b]pyridinium iodide). Reaction SMILES: [F:1][C:2]([F:38])([F:37])[C:3]1[CH:4]=[C:5]([CH:30]=[C:31]([C:33]([F:36])([F:35])[F:34])[CH:32]=1)[CH2:6][N:7]([CH3:29])[C:8]([C:10]1[N:19]([CH3:20])[C:18](=[O:21])[C:13]2=[N:14][CH:15]=[CH:16][CH:17]=[C:12]2[C:11]=1[C:22]1[CH:27]=[CH:26][C:25]([F:28])=[CH:24][CH:23]=1)=[O:9].[I:39][CH3:40]>O1CCOCC1>[I-:39].[F:38][C:2]([F:1])([F:37])[C:3]1[CH:4]=[C:5]([CH:30]=[C:31]([C:33]([F:34])([F:36])[F:35])[CH:32]=1)[CH2:6][N:7]([CH3:29])[C:8]([C:10]1[N:19]([CH3:20])[C:18](=[O:21])[C:13]2=[N+:14]([CH3:40])[CH:15]=[CH:16][CH:17]=[C:12]2[C:11]=1[C:22]1[CH:23]=[CH:24][C:25]([F:28])=[CH:26][CH:27]=1)=[O:9] |f:3.4|. Reported procedure: A mixture of N-[3,5-bis(trifluoromethyl)benzyl]-5-(4-fluorophenyl)-7,8-dihydro-N, 7-dimethyl-8-oxo-6pyrido[3,4-b]pyridinecarboxamide (Example 1) (175 mg), iodomethane (3 ml) and dioxane (3 ml) was heated for 16 hours under reflux. The solvent was distilled off to leave the above-titled compound as yellow crystals (200 mg), m.p.184°-185° C. (decomp.) (recrystallized from dioxane-ethyl acetate).